Dataset: the Open Reaction Database (ORD), a public repository of structured organic reaction records. Task: describe an organic reaction: reactants, conditions, products, and yield The reactants are FC(C(=O)O)(F)F (Trifluoroacetic acid), C(C)(C)(C)OC(C(CNC(=O)C=1C(=C2C=C(C(N(C2=CN1)CC1=CC=CC=C1)=O)C1=CC=CC=C1)O)(C)C)=O (3-[(1-benzyl-5-hydroxy-2-oxo-3-phenyl-1,2-dihydro-[1,7]naphthyridine-6-carbonyl)-amino]-2,2-dimethyl-propionic acid tert-butyl ester). The solvent is C(Cl)Cl (CH2Cl2). Conditions: time 2 hour. Yields the product C(C1=CC=CC=C1)N1C(C(=CC2=C(C(=NC=C12)C(=O)NCC(C(=O)O)(C)C)O)C1=CC=CC=C1)=O (3-[(1-Benzyl-5-hydroxy-2-oxo-3-phenyl-1,2-dihydro-[1,7]naphthyridine-6-carbonyl)-amino]-2,2-dimethyl-propionic acid). Isolated yield 59.6%. As a reaction SMILES: FC(F)(F)C(O)=O.C([O:12][C:13](=[O:46])[C:14]([CH3:45])([CH3:44])[CH2:15][NH:16][C:17]([C:19]1[C:20]([OH:43])=[C:21]2[C:26](=[CH:27][N:28]=1)[N:25]([CH2:29][C:30]1[CH:35]=[CH:34][CH:33]=[CH:32][CH:31]=1)[C:24](=[O:36])[C:23]([C:37]1[CH:42]=[CH:41][CH:40]=[CH:39][CH:38]=1)=[CH:22]2)=[O:18])(C)(C)C>C(Cl)Cl>[CH2:29]([N:25]1[C:26]2[C:21](=[C:20]([OH:43])[C:19]([C:17]([NH:16][CH2:15][C:14]([CH3:45])([CH3:44])[C:13]([OH:46])=[O:12])=[O:18])=[N:28][CH:27]=2)[CH:22]=[C:23]([C:37]2[CH:38]=[CH:39][CH:40]=[CH:41][CH:42]=2)[C:24]1=[O:36])[C:30]1[CH:35]=[CH:34][CH:33]=[CH:32][CH:31]=1. Procedure details: Trifluoroacetic acid (2 mL) was added to a mixture of 3-[(1-benzyl-5-hydroxy-2-oxo-3-phenyl-1,2-dihydro-[1,7]naphthyridine-6-carbonyl)-amino]-2,2-dimethyl-propionic acid tert-butyl ester (22 mg, 0.042 mmol) and CH2Cl2 (3 mL), and the resulting mixture was stirred for 2 h. Solvent was evaporated in vacuo, and the residue was dissolved in saturated NaHCO3 and washed several times with ether. The aqueous layer was acidified to pH about 2 and extracted with EtOAc. The organic layer was dried over Mg...